This data is from the Open Reaction Database (ORD), a public repository of structured organic reaction records. The task is: describe an organic reaction: reactants, conditions, products, and yield Reactants: C(C)(C)C1N(CCC2=C1N=CN2)C(=O)OCC(Cl)(Cl)Cl (2,2,2-Trichloroethyl 4-isopropyl-1,4,6,7-tetrahydro-5H-imidazo[4,5-c]pyridine-5-carboxylate), [H-].[Na+] (NaH), [H-].[Na+] (NaH), N-methylpyrrolidine methanol, CN1[C@@H](CCC1)CO ((S)—N-methylpyrrolidine-2-methanol). The solvent is C1CCOC1 (THF), C1CCOC1 (THF), C1CCOC1 (THF). Run at temperature 0 celsius, time 30 minute. Yields the product C(C)(C)C1N(CCC2=C1N=CN2)C(=O)OC[C@H]2N(CCC2)C ([(2S)-1-methylpyrrolidin-2-yl]methyl 4-isopropyl-1,4,6,7-tetrahydro-5H-imidazo[4,5-c]pyridine-5-carboxylate). Isolated yield 4.3%. Reaction SMILES: [H-].[Na+].[CH3:3][N:4]1[CH2:8][CH2:7][CH2:6][C@H:5]1[CH2:9][OH:10].[CH:11]([CH:14]1[C:19]2[N:20]=[CH:21][NH:22][C:18]=2[CH2:17][CH2:16][N:15]1[C:23](OCC(Cl)(Cl)Cl)=[O:24])([CH3:13])[CH3:12]>C1COCC1>[CH:11]([CH:14]1[C:19]2[N:20]=[CH:21][NH:22][C:18]=2[CH2:17][CH2:16][N:15]1[C:23]([O:10][CH2:9][C@@H:5]1[CH2:6][CH2:7][CH2:8][N:4]1[CH3:3])=[O:24])([CH3:13])[CH3:12] |f:0.1|. Procedure: NaH (0.19 g, 5.00 mmol, 60% dispersion in mineral oil) was suspended in THF (10 mL) at 0° C. and (S)—N-methylpyrrolidine-2-methanol (0.47 mL, 4.80 mmol) was added. The suspension was stirred at 0° C. for 30 min and added to a solution of Intermediate 2 (1.33 g, 4.00 mmol) in THF (10 mL) and the reaction mixture was stirred at room temperature. An additional such portion of NaH and N-methylpyrrolidine methanol in THF was added after 8 h. After 18 h the reaction mixture was quenched with water (10... The reactants are C([O-])([O-])=O.[Na+].[Na+] (sodium carbonate), C1(CCCCC1)C(O)C1=C(SC(=C1)C1=CC=CC=C1)C (cyclohexyl(2-methyl-5-phenylthiophen-3-yl)methanol), NC=1C=CC(=NC1)C(=O)OC (methyl 5-amino-pyridine-2-carboxylate), [I-].[Na+] (sodium iodide), [Cl-].[NH4+] (ammonium chloride), [OH-].[Na+] (sodium hydroxide). The solvent is C(C)O (ethanol), O1CCCC1 (tetrahydrofuran), CN(C=O)C (N,N-dimethylformamide). Conditions: temperature 80 celsius, time 8 hour. The product is C1(CCCCC1)C(C1=C(SC(=C1)C1=CC=CC=C1)C)NC=1C=CC(=NC1)C(=O)O (5-{[cyclohexyl(2-methyl-5-phenylthiophen-3-yl)methyl]amino}pyridine-2-carboxylic acid). Yield: 29.2%. As a reaction SMILES: [CH:1]1([CH:7]([C:9]2[CH:13]=[C:12]([C:14]3[CH:19]=[CH:18][CH:17]=[CH:16][CH:15]=3)[S:11][C:10]=2[CH3:20])O)[CH2:6][CH2:5][CH2:4][CH2:3][CH2:2]1.[NH2:21][C:22]1[CH:23]=[CH:24][C:25]([C:28]([O:30]C)=[O:29])=[N:26][CH:27]=1.[I-].[Na+].C(=O)([O-])[O-].[Na+].[Na+].[Cl-].[NH4+].[OH-].[Na+]>C(O)C.O1CCCC1.CN(C)C=O>[CH:1]1([CH:7]([NH:21][C:22]2[CH:23]=[CH:24][C:25]([C:28]([OH:30])=[O:29])=[N:26][CH:27]=2)[C:9]2[CH:13]=[C:12]([C:14]3[CH:19]=[CH:18][CH:17]=[CH:16][CH:15]=3)[S:11][C:10]=2[CH3:20])[CH2:6][CH2:5][CH2:4][CH2:3][CH2:2]1 |f:2.3,4.5.6,7.8,9.10|. Procedure details: To a mixture of 3-[chloro(cyclohexyl)methyl]-2-methyl-5-phenylthiophene (909 mg) synthesized in Example 278 (6), methyl 5-amino-pyridine-2-carboxylate (438 mg), sodium iodide (863 mg) and N,N-dimethylformamide (10 mL) was added sodium carbonate (611 mg), and the mixture was stirred at 80° C. overnight. Saturated aqueous ammonium chloride solution was added to quench the reaction, and the mixture was extracted with ethyl acetate. The extract was washed with saturated brine, dried over magnesium s...